Dataset: the Open Reaction Database (ORD), a public repository of structured organic reaction records. Task: describe an organic reaction: reactants, conditions, products, and yield Reactants: [H-].[Na+] (sodium hydride), C(C)(C)NC(C)C (diisopropylamine), C1(=CC=CC2=CC=CC=C12)OCC(=O)O (1-naphthoxyacetic acid), C(CCC)[Li] (n-butyllithium), CCCCCC (hexane), C1(=CC=CC=C1)CCCCBr (4-phenylbutyl bromide). Run in O1CCCC1 (tetrahydrofuran). Conditions: temperature 50 celsius. Product: C1(=CC=CC2=CC=CC=C12)OC(C(=O)O)CCCCC1=CC=CC=C1 ((±)-2-(1-naphthoxy)-6-phenylhexanoic acid). The yield is 23.6%. As a reaction SMILES: [H-].[Na+].C(NC(C)C)(C)C.[C:10]1([O:20][CH2:21][C:22]([OH:24])=[O:23])[C:19]2[C:14](=[CH:15][CH:16]=[CH:17][CH:18]=2)[CH:13]=[CH:12][CH:11]=1.C([Li])CCC.CCCCCC.[C:36]1([CH2:42][CH2:43][CH2:44][CH2:45]Br)[CH:41]=[CH:40][CH:39]=[CH:38][CH:37]=1>O1CCCC1>[C:10]1([O:20][CH:21]([CH2:45][CH2:44][CH2:43][CH2:42][C:36]2[CH:41]=[CH:40][CH:39]=[CH:38][CH:37]=2)[C:22]([OH:24])=[O:23])[C:19]2[C:14](=[CH:15][CH:16]=[CH:17][CH:18]=2)[CH:13]=[CH:12][CH:11]=1 |f:0.1|. Procedure details: To a mixture of 5 ml of dry tetrahydrofuran and 0.26 g of 50% sodium hydride (suspension in oil) were added 0.7 ml of diisopropylamine and 1.0 g of 1-naphthoxyacetic acid with stirring under an argon atmosphere under ice-cooling. The mixture was heated for 30 minutes at 50° C., and then heated under reflux for 15 minutes. After cooling below 5° C., to the reaction mixture was added dropwise 3.5 ml of n-butyllithium (as a 1.6 mole hexane solution), the mixture was stirred below 10° C. for 20 minu... Reactants: CC#N, NC1CCCC1, CC#CC1CCC(C#N)N1C(=O)CCl. The product is CC#CC1CCC(C#N)N1C(=O)CNC1CCCC1. Reaction SMILES: [CH3:21][C:22]#[N:23].[CH:15]1([NH2:20])[CH2:16][CH2:17][CH2:18][CH2:19]1.[Cl:1][CH2:2][C:3](=[O:4])[N:5]1[CH:6]([C:13]#[N:14])[CH2:7][CH2:8][CH:9]1[C:10]#[C:11][CH3:12]>>[CH2:2]([C:3](=[O:4])[N:5]1[CH:6]([C:13]#[N:14])[CH2:7][CH2:8][CH:9]1[C:10]#[C:11][CH3:12])[NH:20][CH:15]1[CH2:16][CH2:17][CH2:18][CH2:19]1. The reactants are C12C(CC(C=C1)C2)CNS(=O)(=O)C(F)(F)F (N-(bicyclo(2.2.1)hept-5-ene-2-ylmethyl)-1,1,1-trifluoro methanesulfonamide), C1(\C=C/C(=O)O1)=O (Maleic anhydride), CC(C)(C#N)N=NC(C)(C)C#N (AIBN). The solvent is O1CCCC1 (tetrahydrofuran). Yields the product C12C(CC(C=C1)C2)CNS(=O)(=O)C(F)(F)F.C1(\C=C/C(=O)O1)=O (N-(bicyclo(2.2.1)hept-5-ene-2-ylmethyl)-1,1,1-trifluoro Methanesulfonamide Maleic Anhydride). Reaction SMILES: [CH:1]12[CH2:7][CH:4]([CH:5]=[CH:6]1)[CH2:3][CH:2]2[CH2:8][NH:9][S:10]([C:13]([F:16])([F:15])[F:14])(=[O:12])=[O:11].[C:17]1(=[O:23])[O:22][C:20](=[O:21])[CH:19]=[CH:18]1.CC(N=NC(C#N)(C)C)(C#N)C>O1CCCC1>[CH:1]12[CH2:7][CH:4]([CH:5]=[CH:6]1)[CH2:3][CH:2]2[CH2:8][NH:9][S:10]([C:13]([F:16])([F:14])[F:15])(=[O:12])=[O:11].[C:20]1(=[O:21])[O:22][C:17](=[O:23])[CH:18]=[CH:19]1 |f:4.5|. Procedure: The N-(bicyclo(2.2.1)hept-5-ene-2-ylmethyl)-1,1,1-trifluoro methanesulfonamide (7.5 g, 30 mmol), Maleic anhydride (2.90 g, 30 mmol), 2,2′-azabisisobutyronitrile (AIBN) (0.40 g, 2.4 mmol) and 30 gr. of dry tetrahydrofuran were placed in a round bottom flask equipped with a water condenser and a firestone valve. The solution was evacuated and purged with nitrogen (4 times) with the aid of the firestone valve. The solution was heated to reflux for 18 hrs. The polymer solution was cooled, diluted wi... Reactants: COC1=CC=C2C(=NC(=NC2=C1C)C1=NC(=CC=C1)C)OC1CN2C(N(CCCCC=CC3CC3(NC(C2C1)=O)C(=O)O)C)=O (17-[7-Methoxy-8-methyl-2-(6-methyl-pyridin-2-yl)-quinazolin-4-yloxy]-13-methyl-2,14-dioxo-3,13,15-triaza-tricyclo[13.3.0.0*4,6*]octadec-7-ene-4-carboxylic acid), C1(CC1)S(=O)(=O)N (cyclopropanesulfonic acid amide). Yields the product COC1=CC=C2C(=NC(=NC2=C1C)C1=NC(=CC=C1)C)OC1CN2C(N(CCCCC=CC3CC3(NC(C2C1)=O)C(=O)NS(=O)(=O)C1CC1)C)=O (Cyclopropanesulfonic acid {17-[7-methoxy-8-methyl-2-(6-methyl-pyridin-2-yl)-quinazolin-4-yloxy]-13-methyl-2,14-dioxo-3,13,15-triazatricyclo[13.3.0.0*4,6*]octadec-7-ene-4-carbonyl}-amide). Yield: 22.6%. RXN SMILES: [CH3:1][O:2][C:3]1[C:12]([CH3:13])=[C:11]2[C:6]([C:7]([O:21][CH:22]3[CH2:39][CH:38]4[N:24]([C:25](=[O:45])[N:26]([CH3:44])[CH2:27][CH2:28][CH2:29][CH2:30][CH:31]=[CH:32][CH:33]5[C:35]([C:41](O)=[O:42])([NH:36][C:37]4=[O:40])[CH2:34]5)[CH2:23]3)=[N:8][C:9]([C:14]3[CH:19]=[CH:18][CH:17]=[C:16]([CH3:20])[N:15]=3)=[N:10]2)=[CH:5][CH:4]=1.[CH:46]1([S:49]([NH2:52])(=[O:51])=[O:50])[CH2:48][CH2:47]1>>[CH3:1][O:2][C:3]1[C:12]([CH3:13])=[C:11]2[C:6]([C:7]([O:21][CH:22]3[CH2:39][CH:38]4[N:24]([C:25](=[O:45])[N:26]([CH3:44])[CH2:27][CH2:28][CH2:29][CH2:30][CH:31]=[CH:32][CH:33]5[C:35]([C:41]([NH:52][S:49]([CH:46]6[CH2:48][CH2:47]6)(=[O:51])=[O:50])=[O:42])([NH:36][C:37]4=[O:40])[CH2:34]5)[CH2:23]3)=[N:8][C:9]([C:14]3[CH:19]=[CH:18][CH:17]=[C:16]([CH3:20])[N:15]=3)=[N:10]2)=[CH:5][CH:4]=1. Reported procedure: Compound 118 (50 mg, 0.08 mmol) was reacted with cyclopropanesulfonic acid amide (44 mg, 0.36 mmol) according to the procedure described in Example 53 which gave the title compound (13 mg, 22%). MS (M−H)+ 718.2 The reactants are Cn1c(=O)c(=O)[nH]c2ccccc21, Cc1ccccc1, CN(C)C=O, O=S(Cl)Cl. Yields the product Cn1c(=O)c(Cl)nc2ccccc21. As a reaction SMILES: [CH3:1][n:2]1[c:3](=[O:13])[c:4](=[O:12])[nH:5][c:6]2[cH:7][cH:8][cH:9][cH:10][c:11]12.[CH3:23][c:24]1[cH:25][cH:26][cH:27][cH:28][cH:29]1.[O:14]=[CH:15][N:16]([CH3:17])[CH3:18].[S:19]([Cl:20])([Cl:21])=[O:22]>>[CH3:1][n:2]1[c:3](=[O:13])[c:4]([Cl:21])[n:5][c:6]2[cH:7][cH:8][cH:9][cH:10][c:11]12. Procedure: Prepared according to the described general procedure 4 (GP4) by reaction of 6-(2,6-dimethoxyphenyl)piperidin-2-one with 2-(bromomethyl)-5-(difluoromethoxy)pyridine. Subsequent purification by preparative HPLC afforded the target compound. LC-MS (conditions B): tR=0.82 min.; [M+H]+: 393.28 g/mol. RXN SMILES: [CH3:1][O:2][C:3]1[CH:8]=[CH:7][CH:6]=[C:5]([O:9][CH3:10])[C:4]=1[CH:11]1[NH:16][C:15](=[O:17])[CH2:14][CH2:13][CH2:12]1.Br[CH2:19][C:20]1[CH:25]=[CH:24][C:23]([O:26][CH:27]([F:29])[F:28])=[CH:22][N:21]=1>>[F:29][CH:27]([F:28])[O:26][C:23]1[CH:24]=[CH:25][C:20]([CH2:19][N:16]2[CH:11]([C:4]3[C:5]([O:9][CH3:10])=[CH:6][CH:7]=[CH:8][C:3]=3[O:2][CH3:1])[CH2:12][CH2:13][CH2:14][C:15]2=[O:17])=[N:21][CH:22]=1. Reactants: COC1=C(C(=CC=C1)OC)C1CCCC(N1)=O (6-(2,6-dimethoxyphenyl)piperidin-2-one), BrCC1=NC=C(C=C1)OC(F)F (2-(bromomethyl)-5-(difluoromethoxy)pyridine). The product is FC(OC=1C=CC(=NC1)CN1C(CCCC1C1=C(C=CC=C1OC)OC)=O)F (1-((5-(difluoromethoxy)pyridin-2-yl)methyl)-6-(2,6-dimethoxyphenyl)piperidin-2-one). The reactants are aqueous solution, [OH-].[Na+] (sodium hydroxide), C(C)(C)(C)OC(=O)C1=C(C=CC=C1)C1=CC=C(C=C1)CN1C(=NC(=C1C#N)C(CC)O)CCCC (1-[(2'-t-butoxycarbonylbiphenyl-4-yl)methyl]-2-butyl-4-(1-hydroxypropyl)imidazole-5-carbonitrile), C(C)O (ethanol). Product: C(CCC)OC(=O)C1=C(C=CC=C1)C1=CC=C(C=C1)CN1C(=NC(=C1C(=O)N)C(CC)O)CCCC (1-[(2'-Butoxycarbonylbiphenyl-4-yl)methyl]-2-butyl-4-(1-hydroxypropyl)imidazole-5-carboxamide). As a reaction SMILES: [OH-:1].[Na+].[C:3]([O:7][C:8]([C:10]1[CH:15]=[CH:14][CH:13]=[CH:12][C:11]=1[C:16]1[CH:21]=[CH:20][C:19]([CH2:22][N:23]2[C:27]([C:28]#[N:29])=[C:26]([CH:30]([OH:33])[CH2:31][CH3:32])[N:25]=[C:24]2[CH2:34][CH2:35][CH2:36][CH3:37])=[CH:18][CH:17]=1)=[O:9])(C)(C)[CH3:4].[CH2:38](O)[CH3:39]>>[CH2:3]([O:7][C:8]([C:10]1[CH:15]=[CH:14][CH:13]=[CH:12][C:11]=1[C:16]1[CH:17]=[CH:18][C:19]([CH2:22][N:23]2[C:27]([C:28]([NH2:29])=[O:1])=[C:26]([CH:30]([OH:33])[CH2:31][CH3:32])[N:25]=[C:24]2[CH2:34][CH2:35][CH2:36][CH3:37])=[CH:20][CH:21]=1)=[O:9])[CH2:4][CH2:38][CH3:39] |f:0.1|. Reported procedure: 0 ml of a 1N aqueous solution of sodium hydroxide were added to a solution of 368 mg of 1-[(2'-t-butoxycarbonylbiphenyl-4-yl)methyl]-2-butyl-4-(1-hydroxypropyl)imidazole-5-carbonitrile [prepared as described in step (b) above] dissolved in 20 ml of ethanol, and the resulting mixture was heated under reflux for 6 hours. At the end of this time, the reaction mixture was worked up in a similar manner to that described in Example 45(c), to afford 316 mg of the title compound as an amorphous solid. Procedure: 4-(3-Butenyl)phenylboronic acid is made by the method of Nakashima and Irie (Nakashima, H.; Irie, M. Macromol. Chem. Phys. 200, 683-692). 4-(3-butenyl)phenylboronic acid (0.44 g) and a solution of Pd(Ph3)4 (58 mg) in 5 mL of degassed toluene is placed in a 50 mL Schlenk tube. The mixture is purged with nitrogen, after which a solution of 4-bromo-7-phenyl-1,10-phenanthroline (0.670 g) and Na2CO3 (428 mg, 4 mmol) in 5 mL of degassed 4:1H2O/CH3OH is added. The mixture is heated under nitrogen at 10... Product: C(CC=C)C1=CC=C(C=C1)C1=CC=NC2=C3N=CC=C(C3=CC=C12)C1=CC=CC=C1 (4-(4-but-3-enylphenyl)-7-phenyl-1,10-phenanthroline). Starting materials: C(CC=C)C1=CC=C(C=C1)B(O)O (4-(3-butenyl)phenylboronic acid), Pd(Ph3)4, BrC1=CC=NC2=C3N=CC=C(C3=CC=C12)C1=CC=CC=C1 (4-bromo-7-phenyl-1,10-phenanthroline), C(=O)([O-])[O-].[Na+].[Na+] (Na2CO3), CO (CH3OH), C(CC=C)C1=CC=C(C=C1)B(O)O (4-(3-Butenyl)phenylboronic acid). Conditions: temperature 100 celsius. Reaction SMILES: [CH2:1]([C:5]1[CH:10]=[CH:9][C:8](B(O)O)=[CH:7][CH:6]=1)[CH2:2][CH:3]=[CH2:4].Br[C:15]1[C:28]2[C:19](=[C:20]3[C:25](=[CH:26][CH:27]=2)[C:24]([C:29]2[CH:34]=[CH:33][CH:32]=[CH:31][CH:30]=2)=[CH:23][CH:22]=[N:21]3)[N:18]=[CH:17][CH:16]=1.C([O-])([O-])=O.[Na+].[Na+].CO>C1(C)C=CC=CC=1>[CH2:1]([C:5]1[CH:10]=[CH:9][C:8]([C:15]2[C:28]3[C:19](=[C:20]4[C:25](=[CH:26][CH:27]=3)[C:24]([C:29]3[CH:30]=[CH:31][CH:32]=[CH:33][CH:34]=3)=[CH:23][CH:22]=[N:21]4)[N:18]=[CH:17][CH:16]=2)=[CH:7][CH:6]=1)[CH2:2][CH:3]=[CH2:4] |f:2.3.4|. The solvent is C1(=CC=CC=C1)C (toluene).